From a dataset of the Open Reaction Database (ORD), a public repository of structured organic reaction records. describe an organic reaction: reactants, conditions, products, and yield Starting materials: ClC1=CC(=C(C=C1)CCNC)[N+](=O)[O-] ([2-(4-chloro-2-nitro-phenyl)-ethyl]-methyl-amine), BrCC(=O)OCC (ethyl bromoacetate), C([O-])([O-])=O.[K+].[K+] (potassium carbonate). Solvent: C(C)#N (acetonitrile). Conditions: time 8 hour. Product: C(C)OC(CN(C)CCC1=C(C=C(C=C1)Cl)[N+](=O)[O-])=O ({[2-(4-Chloro-2-nitro-phenyl)-ethyl]-methyl-amino}-acetic acid ethyl ester). The yield is 53.4%. Reaction SMILES: [Cl:1][C:2]1[CH:7]=[CH:6][C:5]([CH2:8][CH2:9][NH:10][CH3:11])=[C:4]([N+:12]([O-:14])=[O:13])[CH:3]=1.Br[CH2:16][C:17]([O:19][CH2:20][CH3:21])=[O:18].C(=O)([O-])[O-].[K+].[K+]>C(#N)C>[CH2:20]([O:19][C:17](=[O:18])[CH2:16][N:10]([CH2:9][CH2:8][C:5]1[CH:6]=[CH:7][C:2]([Cl:1])=[CH:3][C:4]=1[N+:12]([O-:14])=[O:13])[CH3:11])[CH3:21] |f:2.3.4|. Reported procedure: A solution of [2-(4-chloro-2-nitro-phenyl)-ethyl]-methyl-amine (29.8 g, 0.14 mole) and ethyl bromoacetate (23.2 g, 0.14 mole) in acetonitrile (500 mL) containing potassium carbonate (9.6 g, 0.07 mole) was stirred at room temperature overnight. The mixture was evaporated in vacuo, water was added to the residue and then extracted with dichloromethane (2×200 mL). The combined organic layers were washed with saturated sodium chloride (300 mL), dried and concentrated. Purification by flash column ch... The reactants are COC1=CC=C(C=C1)N (p-anisidine), OS(=O)(=O)O (H2SO4), C(C=C)(=O)OC (methyl acrylate), N(=O)OCCCCC (amyl nitrite). Reagents/catalysts: CC(=O)[O-].CC(=O)[O-].[Pd+2] (Pd(OAc)2). Run in CO (methanol). Run at temperature 55 celsius. The product is COC1=CC=C(C=CC(=O)OC)C=C1 (methyl p-methoxycinnamate). Yield: 87.0%. Reaction SMILES: N(OCCCCC)=O.[CH3:9][O:10][C:11]1[CH:16]=[CH:15][C:14](N)=[CH:13][CH:12]=1.OS(O)(=O)=O.[C:23]([O:27][CH3:28])(=[O:26])[CH:24]=[CH2:25]>CO.CC([O-])=O.CC([O-])=O.[Pd+2]>[CH3:9][O:10][C:11]1[CH:16]=[CH:15][C:14]([CH:25]=[CH:24][C:23]([O:27][CH3:28])=[O:26])=[CH:13][CH:12]=1 |f:5.6.7|. Procedure: 117 g of amyl nitrite are added slowly to a solution, cooled to about 10° C., of 123 g of p-anisidine and 100 ml of conc. H2SO4 in 400 ml of methanol and the mixture is stirred without cooling for a further 40 minutes after addition is complete It is treated with 95 g of methyl acrylate and 112 mg of Pd(OAc)2 and heated to about 55° C. until evolution of gas has ended. After cooling, the solid is filtered off with suction, washed with water and dried at 40° C. 167 g (87%) of methyl p-methoxycinn... Reactants: C(O)([O-])=O.[Na+] (sodium hydrogen carbonate), ice, OC(C=1SC=C(N1)C(=O)OCC)C1=C(NC2=CC(=CC=C12)OC)C1=CC=CC=C1 (ethyl 2-[hydroxy(6-methoxy-2-phenyl-1H-indol-3-yl)methyl]thiazole-4-carboxylate), C(C)[SiH](CC)CC (triethylsilane). The solvent is C(Cl)Cl (methylene chloride). Reaction conditions: time 10 minute. Product: COC1=CC=C2C(=C(NC2=C1)C1=CC=CC=C1)CC=1SC=C(N1)C(=O)OCC (Ethyl 2-(6-methoxy-2-phenyl-1H-indol-3-ylmethyl)thiazole-4-carboxylate). The yield is 25.6%. RXN SMILES: O[CH:2]([C:13]1[C:21]2[C:16](=[CH:17][C:18]([O:22][CH3:23])=[CH:19][CH:20]=2)[NH:15][C:14]=1[C:24]1[CH:29]=[CH:28][CH:27]=[CH:26][CH:25]=1)[C:3]1[S:4][CH:5]=[C:6]([C:8]([O:10][CH2:11][CH3:12])=[O:9])[N:7]=1.C([SiH](CC)CC)C.C(=O)([O-])O.[Na+]>C(Cl)Cl>[CH3:23][O:22][C:18]1[CH:17]=[C:16]2[C:21]([C:13]([CH2:2][C:3]3[S:4][CH:5]=[C:6]([C:8]([O:10][CH2:11][CH3:12])=[O:9])[N:7]=3)=[C:14]([C:24]3[CH:25]=[CH:26][CH:27]=[CH:28][CH:29]=3)[NH:15]2)=[CH:20][CH:19]=1 |f:2.3|. Procedure: Under an argon atmosphere, to an ice-cooled solution of ethyl 2-[hydroxy(6-methoxy-2-phenyl-1H-indol-3-yl)methyl]thiazole-4-carboxylate (69.0 mg) and triethylsilane (0.135 mL) in methylene chloride (1.7 mL) was slowly added dropwise a boron trifluoride diethyl ether complex (0.107 mL). After stirring for 10 minutes, the mixture was stirred at room temperature for additional 15 minutes. To the reaction mixture was added a saturated aqueous sodium hydrogen carbonate solution. The organic layer was... Reactants: CC1OC(=O)C2=C(C=CC=C12)[N+](=O)[O-] (3-methyl-7-nitro-phthalide), [OH-].[Na+] (sodium hydroxide), [N+](=O)([O-])C1=C(C(=O)O)C(=CC=C1)C(C)O (2-nitro-6-(1-hydroxyethyl)-benzoic acid), O.NN (hydrazine hydrate). Reagents/catalysts: C(=O)O (formic acid). The solvent is C(C)(=O)OCC.CCCCCC (ethyl acetate hexane). Product: NC=1C=CC=C2C(OC(C12)=O)C (7-amino-3-methyl-3H-isobenzofuran-1-one). Isolated yield 90.4%. RXN SMILES: [CH3:1][CH:2]1[C:11]2[C:6](=[C:7]([N+:12]([O-])=O)[CH:8]=[CH:9][CH:10]=2)[C:4](=[O:5])[O:3]1.[OH-].[Na+].[N+](C1C=CC=C(C(O)C)C=1C(O)=O)([O-])=O.O.NN>C(O)=O.C(OCC)(=O)C.CCCCCC>[NH2:12][C:7]1[CH:8]=[CH:9][CH:10]=[C:11]2[C:6]=1[C:4](=[O:5])[O:3][CH:2]2[CH3:1] |f:1.2,4.5,7.8|. Reported procedure: 2.37 g (12.2 mmol) of 3-methyl-7-nitro-3H-isobenzofuran-1-one (Example 4) are heated in 5 ml of 30% sodium hydroxide solution (49 mmol) for 1 hour at 90° C. until 2-nitro-6-(1-hydroxyethyl)-benzoic acid can be demonstrated almost quantitatively by TLC (mobile phase: ethyl acetate/hexane 3:1 plus 1 drop of formic acid). 1.2 ml (24.5 mmol) of hydrazine hydrate are then slowly added dropwise and the temperature is maintained for a further 4 hours. The cooled reaction mixture is then adjusted to a p... RXN SMILES: [Br:1][c:2]1[cH:3][c:4]2[c:5]([cH:18][cH:19]1)[N:6]1[c:7]3[c:8]([cH:12][cH:13][cH:14][c:15]3[CH2:16][CH2:17]1)[C:9](=[S:11])[NH:10]2.[NH2:21][NH2:22].[OH2:20].[cH:23]1[cH:24][cH:25][cH:26][cH:27][cH:28]1>>[Br:1][c:2]1[cH:3][c:4]2[c:5]([cH:18][cH:19]1)[N:6]1[c:7]3[c:8]([cH:12][cH:13][cH:14][c:15]3[CH2:16][CH2:17]1)[C:9](=[N:21][NH2:22])[NH:10]2. Yields the product NN=C1Nc2cc(Br)ccc2N2CCc3cccc1c32. Reactants: S=C1Nc2cc(Br)ccc2N2CCc3cccc1c32, NN, O, c1ccccc1. Starting materials: CN(C(=O)Cl)c1ccccc1, On1ccc(-c2ccccc2F)n1. The product is CN(C(=O)On1ccc(-c2ccccc2F)n1)c1ccccc1. As a reaction SMILES: [CH3:14][N:15]([C:16](=[O:17])[Cl:18])[c:19]1[cH:20][cH:21][cH:22][cH:23][cH:24]1.[OH:1][n:2]1[n:3][c:4](-[c:7]2[c:8]([F:13])[cH:9][cH:10][cH:11][cH:12]2)[cH:5][cH:6]1>>[O:1]([n:2]1[n:3][c:4](-[c:7]2[c:8]([F:13])[cH:9][cH:10][cH:11][cH:12]2)[cH:5][cH:6]1)[C:16]([N:15]([CH3:14])[c:19]1[cH:20][cH:21][cH:22][cH:23][cH:24]1)=[O:17]. Reactants: COC1=CC=C(COCC[C@@H](CO)O)C=C1 ((S)-4-O-(4-methoxybenzyl)-1,2,4-butanetriol), C(C1=CC=CC=C1)(C1=CC=CC=C1)(C1=CC=CC=C1)Cl (trityl chloride). Run in N1=CC=CC=C1 (pyridine). Conditions: time 8 hour. Yields the product C(C1=CC=CC=C1)(C1=CC=CC=C1)(C1=CC=CC=C1)OC[C@H](CCOCC1=CC=C(C=C1)OC)O ((S)-1-O-trityl-4-O-(4-methoxybenzyl)-1,2,4-butanetriol). Isolated yield 87.9%. Reaction SMILES: [CH3:1][O:2][C:3]1[CH:16]=[CH:15][C:6]([CH2:7][O:8][CH2:9][CH2:10][C@H:11]([OH:14])[CH2:12][OH:13])=[CH:5][CH:4]=1.[C:17](Cl)([C:30]1[CH:35]=[CH:34][CH:33]=[CH:32][CH:31]=1)([C:24]1[CH:29]=[CH:28][CH:27]=[CH:26][CH:25]=1)[C:18]1[CH:23]=[CH:22][CH:21]=[CH:20][CH:19]=1>N1C=CC=CC=1>[C:17]([O:13][CH2:12][C@@H:11]([OH:14])[CH2:10][CH2:9][O:8][CH2:7][C:6]1[CH:5]=[CH:4][C:3]([O:2][CH3:1])=[CH:16][CH:15]=1)([C:18]1[CH:23]=[CH:22][CH:21]=[CH:20][CH:19]=1)([C:30]1[CH:31]=[CH:32][CH:33]=[CH:34][CH:35]=1)[C:24]1[CH:25]=[CH:26][CH:27]=[CH:28][CH:29]=1. Procedure: To a solution of Compound 4 (22.6 grams, 100 mmoles) in 200 ml dry pyridine, trityl chloride (30.7 grams, 110 mmoles) was added dropwise, under argon atmosphere and the mixture was stirred overnight at room temperature. The solvent was thereafter evaporated to dryness and the residue was extracted with ethyl acetate and washed with water and brine. The organic layer was dried over sodium sulfate and the solvent was thereafter removed under reduced pressure. The resulting yellowish oily residue w... Starting materials: CC(C)c1cccc(C(C)C)c1N=C=O, COc1cc(CNc2ccc(C(C)C)cc2)ccc1O. Product: COc1cc(CN(C(=O)Nc2c(C(C)C)cccc2C(C)C)c2ccc(C(C)C)cc2)ccc1O. RXN SMILES: [CH:21]([CH3:22])([CH3:23])[c:24]1[c:25]([N:33]=[C:34]=[O:35])[c:26]([CH:30]([CH3:31])[CH3:32])[cH:27][cH:28][cH:29]1.[OH:1][c:2]1[c:3]([O:19][CH3:20])[cH:4][c:5]([CH2:8][NH:9][c:10]2[cH:11][cH:12][c:13]([CH:16]([CH3:17])[CH3:18])[cH:14][cH:15]2)[cH:6][cH:7]1>>[OH:1][c:2]1[c:3]([O:19][CH3:20])[cH:4][c:5]([CH2:8][N:9]([c:10]2[cH:11][cH:12][c:13]([CH:16]([CH3:17])[CH3:18])[cH:14][cH:15]2)[C:34]([NH:33][c:25]2[c:24]([CH:21]([CH3:22])[CH3:23])[cH:29][cH:28][cH:27][c:26]2[CH:30]([CH3:31])[CH3:32])=[O:35])[cH:6][cH:7]1. The reactants are O=C([O-])[O-], CCI, [K+], [K+], CN(C)C=O, O=C1CCc2cc(O)ccc2N1. Yields the product CCOc1ccc2c(c1)CCC(=O)N2. Reaction SMILES: [C:13](=[O:14])([O-:15])[O-:16].[I:19][CH2:20][CH3:21].[K+:17].[K+:18].[O:22]=[CH:23][N:24]([CH3:25])[CH3:26].[OH:1][c:2]1[cH:3][c:4]2[c:9]([cH:10][cH:11]1)[NH:8][C:7](=[O:12])[CH2:6][CH2:5]2>>[O:1]([c:2]1[cH:3][c:4]2[c:9]([cH:10][cH:11]1)[NH:8][C:7](=[O:12])[CH2:6][CH2:5]2)[CH2:20][CH3:21].